This data is from the Open Reaction Database (ORD), a public repository of structured organic reaction records. The task is: describe an organic reaction: reactants, conditions, products, and yield Reactants: C1(CC1)N1C=C(C(C2=CC(=C(C(=C12)F)F)F)=O)C(=O)O (1-cyclopropyl-6,7,8-trifluoro-1,4-dihydro-4-oxo-3-quinolinecarboxylic acid), Cl.Cl.C12CCCC(NC1)CN2 (6,8-diazabicyclo[3.2.2]nonane, dihydrochloride), N12CCCCCC2=NCCC1 (1,8-diazabicyclo[5.4.0]undec-7-ene). Solvent: C(C)#N (acetonitrile). Reaction conditions: time 8 hour. Yields the product C1(CC1)N1C=C(C(C2=CC(=C(C(=C12)F)N1C2CCCC(C1)NC2)F)=O)C(=O)O (1-Cyclopropyl-7-(6,8-diazabicyclo[3.2.2]non-6-yl)-6,8-difluoro-1,4-dihydro-4-oxo-3-quinolinecarboxylic acid). Isolated yield 41.1%. As a reaction SMILES: [CH:1]1([N:4]2[C:13]3[C:8](=[CH:9][C:10]([F:16])=[C:11](F)[C:12]=3[F:14])[C:7](=[O:17])[C:6]([C:18]([OH:20])=[O:19])=[CH:5]2)[CH2:3][CH2:2]1.Cl.Cl.[CH:23]12[NH:31][CH2:30][CH:27]([NH:28][CH2:29]1)[CH2:26][CH2:25][CH2:24]2.N12CCCN=C1CCCCC2>C(#N)C>[CH:1]1([N:4]2[C:13]3[C:8](=[CH:9][C:10]([F:16])=[C:11]([N:28]4[CH2:29][CH:23]5[NH:31][CH2:30][CH:27]4[CH2:26][CH2:25][CH2:24]5)[C:12]=3[F:14])[C:7](=[O:17])[C:6]([C:18]([OH:20])=[O:19])=[CH:5]2)[CH2:2][CH2:3]1 |f:1.2.3|. Procedure details: A mixture of 0.71 g (2.5 mmol) of 1-cyclopropyl-6,7,8-trifluoro-1,4-dihydro-4-oxo-3-quinolinecarboxylic acid, 0.54 g (2.7 mmol) of 6,8-diazabicyclo[3.2.2]nonane, dihydrochloride, 1.13 ml (7.5 mmol) of 1,8-diazabicyclo[5.4.0]undec-7-ene and 15 ml of acetonitrile was heated under reflux for 1.5 hr. The reaction mixture was stirred overnight at room temperature and filtered to obtain 0.40 g of the title compound, mp 268°-271° dec. Starting materials: CC(=O)O, CC(C)CC(=O)Cl, CC(=O)O, CC(=O)O, CN1CCC(Nc2cccc(N)c2)CC1, [Cl-], ClCCl, [NH4+]. Product: CC(C)CC(=O)Nc1cccc(NC2CCN(C)CC2)c1, Cl. Reaction SMILES: [C:1]([OH:2])(=[O:3])[CH3:4].[C:28]([CH2:29][CH:30]([CH3:31])[CH3:32])(=[O:33])[Cl:34].[C:5]([OH:6])(=[O:7])[CH3:8].[C:9]([OH:10])(=[O:11])[CH3:12].[CH3:13][N:14]1[CH2:15][CH2:16][CH:17]([NH:20][c:21]2[cH:22][c:23]([NH2:27])[cH:24][cH:25][cH:26]2)[CH2:18][CH2:19]1.[Cl-:35].[Cl:37][CH2:38][Cl:39].[NH4+:36]>>[CH3:13][N:14]1[CH2:15][CH2:16][CH:17]([NH:20][c:21]2[cH:22][c:23]([NH:27][C:28]([CH2:29][CH:30]([CH3:31])[CH3:32])=[O:33])[cH:24][cH:25][cH:26]2)[CH2:18][CH2:19]1.[ClH:34]. The solvent is CO (MeOH). The reagents and catalysts are [Ni] (Ni). The product is NCC(C1=CNC2=CC(=CC=C12)N1CCOCC1)C=1C(=C(C=CC1)NC(C1=CC=C(C=C1)N(C)C)=O)F (N-(3-(2-Amino-1-(6-morpholino-1H-indol-3-yl)ethyl)-2-fluorophenyl)-4-(dimethylamino)benzamide). Reactants: CN(C1=CC=C(C(=O)NC2=C(C(=CC=C2)C(C[N+](=O)[O-])C2=CNC3=CC(=CC=C23)N2CCOCC2)F)C=C1)C (4-(dimethylamino)-N-(2-fluoro-3-(1-(6-morpholino-1H-indol-3-yl)-2-nitroethyl)phenyl)benzamide), [H][H] (hydrogen). Procedure: A mixture of 4-(dimethylamino)-N-(2-fluoro-3-(1-(6-morpholino-1H-indol-3-yl)-2-nitroethyl)phenyl)benzamide (0.388 g, 0.730 mmol) and Raney Ni (a small amount) in MeOH (35 mL) was treated with hydrogen at 55 psi a Parr shaker apparatus for 3 hr. The catalyst was removed by suction filtration. The filtrate was concentrated under vacuum, diluted with CH2Cl2 (100 mL), washed with brine (25 mL) and dried over anhydrous MgSO4. Removal of solvent under vacuum provided the desired product (0.321 g, 0.59... Reaction SMILES: [CH3:1][N:2]([CH3:39])[C:3]1[CH:38]=[CH:37][C:6]([C:7]([NH:9][C:10]2[CH:15]=[CH:14][CH:13]=[C:12]([CH:16]([C:21]3[C:29]4[C:24](=[CH:25][C:26]([N:30]5[CH2:35][CH2:34][O:33][CH2:32][CH2:31]5)=[CH:27][CH:28]=4)[NH:23][CH:22]=3)[CH2:17][N+:18]([O-])=O)[C:11]=2[F:36])=[O:8])=[CH:5][CH:4]=1.[H][H]>CO.[Ni]>[NH2:18][CH2:17][CH:16]([C:12]1[C:11]([F:36])=[C:10]([NH:9][C:7](=[O:8])[C:6]2[CH:5]=[CH:4][C:3]([N:2]([CH3:1])[CH3:39])=[CH:38][CH:37]=2)[CH:15]=[CH:14][CH:13]=1)[C:21]1[C:29]2[C:24](=[CH:25][C:26]([N:30]3[CH2:35][CH2:34][O:33][CH2:32][CH2:31]3)=[CH:27][CH:28]=2)[NH:23][CH:22]=1. Yield: 82.1%. Reactants: BrC=1C=C2C(=CC1)OC(CC21N=C(C(=N1)N)C)C1COCCC1 (6-Bromo-5′-methyl-2-(tetrahydro-2H-pyran-3-yl)spiro[chroman-4,2′-imidazol]-4′-amine), BrC=1C=C2C(=CC1)OC(CC21N=C(C(=N1)N)C)C1COCCC1 (6-Bromo-5′-methyl-2-(tetrahydro-2H-pyran-3-yl)spiro[chroman-4,2′-imidazol]-4′-amine), ClC=1C=C(C=CC1)B(O)O (3-chlorophenylboronic acid), C(=O)([O-])[O-].[K+].[K+] (K2CO3), O1CCOCC1 (1,4-dioxane). Reagents/catalysts: C1=CC=C(C=C1)P([C-]2C=CC=C2)C3=CC=CC=C3.C1=CC=C(C=C1)P([C-]2C=CC=C2)C3=CC=CC=C3.Cl[Pd]Cl.[Fe+2] ([1,1′-bis(diphenylphosphino)ferrocene]palladium(II) chloride). The solvent is [Cl-].[Na+].O (brine). Conditions: temperature 130 celsius. The product is ClC=1C=C(C=CC1)C=1C=C2C(=CC1)OC(CC21N=C(C(=N1)N)C)C1COCCC1 (6-(3-Chlorophenyl)-5′-methyl-2-(tetrahydro-2H-pyran-3-yl)spiro[chroman-4,2′-imidazol]-4′-amine). As a reaction SMILES: Br[C:2]1[CH:3]=[C:4]2[C:11]3([N:15]=[C:14]([NH2:16])[C:13]([CH3:17])=[N:12]3)[CH2:10][CH:9]([CH:18]3[CH2:23][CH2:22][CH2:21][O:20][CH2:19]3)[O:8][C:5]2=[CH:6][CH:7]=1.[Cl:24][C:25]1[CH:26]=[C:27](B(O)O)[CH:28]=[CH:29][CH:30]=1.C([O-])([O-])=O.[K+].[K+].O1CCOCC1>[Cl-].[Na+].O.C1C=CC(P(C2C=CC=CC=2)[C-]2C=CC=C2)=CC=1.C1C=CC(P(C2C=CC=CC=2)[C-]2C=CC=C2)=CC=1.Cl[Pd]Cl.[Fe+2]>[Cl:24][C:25]1[CH:30]=[C:29]([C:2]2[CH:3]=[C:4]3[C:11]4([N:15]=[C:14]([NH2:16])[C:13]([CH3:17])=[N:12]4)[CH2:10][CH:9]([CH:18]4[CH2:23][CH2:22][CH2:21][O:20][CH2:19]4)[O:8][C:5]3=[CH:6][CH:7]=2)[CH:28]=[CH:27][CH:26]=1 |f:2.3.4,6.7.8,9.10.11.12|. Reported procedure: A mixture of 6-bromo-5′-methyl-2-(tetrahydro-2H-pyran-3-yl)spiro[chroman-4,2′-imidazol]-4′-amine (Isomeric mixture 1 from Example 47 Step 3, 0.181 g, 0.48 mmol), 3-chlorophenylboronic acid (0.112 g, 0.72 mmol), [1,1′-bis(diphenylphosphino)ferrocene]palladium(II) chloride (0.035 g, 0.04 mmol), K2CO3 (2 M aq.) (0.479 mL, 0.96 mmol) and 1,4-dioxane (4 mL) were mixed in a vial and heated in a microwave reactor at 130° C. for 15 min. When cooled to r.t. the mixture was diluted with brine (3 mL) and e... Starting materials: CCOC(=O)N(Cc1ccccc1)c1cc(C(F)(F)F)nc(Cl)c1[N+](=O)[O-], N, C1CCOC1. Product: CCOC(=O)N(Cc1ccccc1)c1cc(C(F)(F)F)nc(N)c1[N+](=O)[O-]. Reaction SMILES: [CH2:1]([CH3:2])[O:3][C:4]([N:5]([CH2:6][c:7]1[cH:8][cH:9][cH:10][cH:11][cH:12]1)[c:13]1[c:14]([N+:24](=[O:25])[O-:26])[c:15]([Cl:23])[n:16][c:17]([C:19]([F:20])([F:21])[F:22])[cH:18]1)=[O:27].[NH3:28].[O:29]1[CH2:30][CH2:31][CH2:32][CH2:33]1>>[CH2:1]([CH3:2])[O:3][C:4]([N:5]([CH2:6][c:7]1[cH:8][cH:9][cH:10][cH:11][cH:12]1)[c:13]1[c:14]([N+:24](=[O:25])[O-:26])[c:15]([NH2:28])[n:16][c:17]([C:19]([F:20])([F:21])[F:22])[cH:18]1)=[O:27].